The task is: describe an organic reaction: reactants, conditions, products, and yield. This data is from the Open Reaction Database (ORD), a public repository of structured organic reaction records. Reactants: CS(=O)(=O)OC1=CC(=CC=C1)C=1OC(=C(N1)COC1=C(C=C(C=C1)C=O)OC)C (3-{4-[(4-formyl-2-methoxyphenoxy)methyl]-5-methyl-1,3-oxazol-2-yl}phenyl methanesulfonate), O (water), C(C)O (ethanol), [BH4-].[Na+] (sodium borohydride). The solvent is O1CCCC1 (tetrahydrofuran). Run at time 1 hour. Product: CS(=O)(=O)OC1=CC(=CC=C1)C=1OC(=C(N1)COC1=C(C=C(C=C1)CO)OC)C (3-{4-[(4-hydroxymethyl-2-methoxyphenoxy)methyl]-5-methyl-1,3-oxazol-2-yl}phenyl methanesulfonate). The yield is 87.0%. RXN SMILES: [CH3:1][S:2]([O:5][C:6]1[CH:11]=[CH:10][CH:9]=[C:8]([C:12]2[O:13][C:14]([CH3:29])=[C:15]([CH2:17][O:18][C:19]3[CH:24]=[CH:23][C:22]([CH:25]=[O:26])=[CH:21][C:20]=3[O:27][CH3:28])[N:16]=2)[CH:7]=1)(=[O:4])=[O:3].C(O)C.[BH4-].[Na+].O>O1CCCC1>[CH3:1][S:2]([O:5][C:6]1[CH:11]=[CH:10][CH:9]=[C:8]([C:12]2[O:13][C:14]([CH3:29])=[C:15]([CH2:17][O:18][C:19]3[CH:24]=[CH:23][C:22]([CH2:25][OH:26])=[CH:21][C:20]=3[O:27][CH3:28])[N:16]=2)[CH:7]=1)(=[O:3])=[O:4] |f:2.3|. Reported procedure: To a solution of 3-{4-[(4-formyl-2-methoxyphenoxy)methyl]-5-methyl-1,3-oxazol-2-yl}phenyl methanesulfonate (3.0 g) in tetrahydrofuran (50 mL)-ethanol (10 mL) was gradually added sodium borohydride (0.38 g) at room temperature. After stirring the reaction mixture at room temperature for 1 hr, water was added, and the mixture was extracted with ethyl acetate. The ethyl acetate layer was washed with saturated brine, dried over anhydrous magnesium sulfate and concentrated to give 3-{4-[(4-hydroxymet... The reactants are C1(=C(C=CC=C1)N)N (o-phenylenediamine), CON=C(C(=O)OCC)C(=O)OCC (diethyl 2-(methoxyimino)malonate), crystals, Cl (HCl). Solvent: C[O-].[Na+] (sodium methylate). The product is CON=C1C(NC2=C(NC1=O)C=CC=C2)=O (3-Methoxyimino-1H-1,5-benzodiazepine-2,4(3H,5H)-dione). As a reaction SMILES: [C:1]1([NH2:8])[CH:6]=[CH:5][CH:4]=[CH:3][C:2]=1[NH2:7].[CH3:9][O:10][N:11]=[C:12]([C:18](OCC)=[O:19])[C:13](OCC)=[O:14].Cl>C[O-].[Na+]>[CH3:9][O:10][N:11]=[C:12]1[C:18](=[O:19])[NH:8][C:1]2[CH:6]=[CH:5][CH:4]=[CH:3][C:2]=2[NH:7][C:13]1=[O:14] |f:3.4|. Procedure: A mixture of iN sodium methylate (162 ml), o-phenylenediamine (17.5 g, 162 mmol) and diethyl 2-(methoxyimino)malonate (32.91 g, 162 mmol) is heated to reflux for 5 hr. After cooling, the mixture is acidified with 2N HCl (162 ml) and pale yellowish crystals (14.3 g, 41%) are filtered off. Reactants: C([O-])([O-])=O.C(CCC)[P+](C)(CCCC)CCCC.C(CCC)[P+](CCCC)(CCCC)C (tri-n-butylmethylphosphonium carbonate), aqueous solution, [H+].[B-](F)(F)(F)F (HBF4), C(=O)=O (carbon dioxide). Run in O (water). Reaction conditions: time 2 hour. Yields the product C(CCC)P(CCCC)CCCC (tri-n-butylphosphine), F[B-](F)(F)F.C(CCC)[P+](C)(CCCC)CCCC (tri-n-butylmethylphosphonium tetrafluoroborate). Reaction SMILES: C(=O)([O-])[O-].[CH2:5]([P+:9]([CH2:15][CH2:16][CH2:17][CH3:18])([CH2:11][CH2:12][CH2:13][CH3:14])C)[CH2:6][CH2:7][CH3:8].[CH2:19]([P+:23]([CH3:32])([CH2:28][CH2:29][CH2:30][CH3:31])[CH2:24][CH2:25][CH2:26][CH3:27])[CH2:20][CH2:21][CH3:22].[H+].[B-:34]([F:38])([F:37])([F:36])[F:35].C(=O)=O>O>[CH2:15]([P:9]([CH2:5][CH2:6][CH2:7][CH3:8])[CH2:11][CH2:12][CH2:13][CH3:14])[CH2:16][CH2:17][CH3:18].[F:35][B-:34]([F:38])([F:37])[F:36].[CH2:28]([P+:23]([CH2:19][CH2:20][CH2:21][CH3:22])([CH2:24][CH2:25][CH2:26][CH3:27])[CH3:32])[CH2:29][CH2:30][CH3:31] |f:0.1.2,3.4,8.9|. Procedure: In 10.0 g of water was dissolved 10.0 g of tri-n-butylmethylphosphonium carbonate and 7.9 g of an aqueous solution of 42% HBF4 was gradually added to the solution, whereby carbon dioxide simultaneously generated vigorously. For more completely removing carbon dioxide from the system, degassing was performed for 2 hours at 40° C. and 20 mmHg and after confirming carbon dioxide being less than 20 ppm, water was distilled off. The residue formed was recrystallized from a mixture of water and methan... The reactants are C(C)(C)(C)OC(=O)N1CCN(CC1)CC1=CC(=C(C=C1)NC1=NN2C(C=N1)=CC=C2C2=C(C=CC=C2)N(C)S(=O)(=O)C)OC (4-(4-{7-[2-(Methanesulfonyl-methyl-amino)-phenyl]-pyrrolo[2,1-f][1,2,4]triazin-2-ylamino}-3-methoxy-benzyl)-piperazine-1-carboxylic acid tert-butyl ester), C(Cl)Cl (Methylene chloride), FC(C(=O)O)(F)F (Trifluoroacetic Acid). Run at time 8 hour. Product: COC1=C(C=CC(=C1)CN1CCNCC1)NC1=NN2C(C=N1)=CC=C2C2=C(C=CC=C2)N(S(=O)(=O)C)C (N-{2-[2-(2-Methoxy-4-piperazin-1-ylmethyl-phenylamino)-pyrrolo[2,1-f][1,2,4]triazin-7-yl]-phenyl}-N-methyl-methanesulfonamide). Isolated yield 98.0%. Reaction SMILES: C(OC([N:8]1[CH2:13][CH2:12][N:11]([CH2:14][C:15]2[CH:20]=[CH:19][C:18]([NH:21][C:22]3[N:27]=[CH:26][C:25]4=[CH:28][CH:29]=[C:30]([C:31]5[CH:36]=[CH:35][CH:34]=[CH:33][C:32]=5[N:37]([S:39]([CH3:42])(=[O:41])=[O:40])[CH3:38])[N:24]4[N:23]=3)=[C:17]([O:43][CH3:44])[CH:16]=2)[CH2:10][CH2:9]1)=O)(C)(C)C.C(Cl)Cl.FC(F)(F)C(O)=O>>[CH3:44][O:43][C:17]1[CH:16]=[C:15]([CH2:14][N:11]2[CH2:12][CH2:13][NH:8][CH2:9][CH2:10]2)[CH:20]=[CH:19][C:18]=1[NH:21][C:22]1[N:27]=[CH:26][C:25]2=[CH:28][CH:29]=[C:30]([C:31]3[CH:36]=[CH:35][CH:34]=[CH:33][C:32]=3[N:37]([CH3:38])[S:39]([CH3:42])(=[O:41])=[O:40])[N:24]2[N:23]=1. Reported procedure: Into a 8-dram vial, 4-(4-{7-[2-(Methanesulfonyl-methyl-amino)-phenyl]-pyrrolo[2,1-f][1,2,4]triazin-2-ylamino}-3-methoxy-benzyl)-piperazine-1-carboxylic acid tert-butyl ester (0.450 g, 0.724 mmol), Methylene chloride (15 mL, 230 mmol), and Trifluoroacetic Acid (3 mL, 40 mmol) were added. The reaction was stirred at room temperature overnight. The reaction was partitioned with saturated NaHCO3 and DCM. The organic was separated, washed with Brine and dried over Na2SO4. The solid was filtered and w... The reactants are C(C1=CC=CC=C1)OC(COS(=O)(=O)C)=O (methanesulfonyloxy-acetic acid benzyl ester), tetrabutylammonium salt, C(C)(C)(C)OP(=O)(OC(C)(C)C)[O-] (di-tert-butylphosphate). Solvent: C1CCOC1 (THF). Conditions: time 8 hour. Product: C(C1=CC=CC=C1)OC(COP(=O)(OC(C)(C)C)OC(C)(C)C)=O ((di-tert-butoxy-phosphoryloxy)-acetic acid benzyl ester). The yield is 38.7%. RXN SMILES: [CH2:1]([O:8][C:9](=[O:16])[CH2:10][O:11]S(C)(=O)=O)[C:2]1[CH:7]=[CH:6][CH:5]=[CH:4][CH:3]=1.[C:17]([O:21][P:22]([O-])([O:24][C:25]([CH3:28])([CH3:27])[CH3:26])=[O:23])([CH3:20])([CH3:19])[CH3:18]>C1COCC1>[CH2:1]([O:8][C:9](=[O:16])[CH2:10][O:11][P:22]([O:21][C:17]([CH3:20])([CH3:19])[CH3:18])([O:24][C:25]([CH3:26])([CH3:27])[CH3:28])=[O:23])[C:2]1[CH:7]=[CH:6][CH:5]=[CH:4][CH:3]=1. Reported procedure: To a solution of methanesulfonyloxy-acetic acid benzyl ester (2.50 g, 10.24 mmol) in THF (20 mL) was added the tetrabutylammonium salt of di-tert-butylphosphate (4.61 g, 10.24 mmol). The reaction was stirred overnight, concentrated, and purified directly by MPLC (SiO2, 10-30% gradient elution, Hexane: EtOAc) to give 1.42 g (39%) of (di-tert-butoxy-phosphoryloxy)-acetic acid benzyl ester. 1H NMR (400 MHz, CDCl3): δ 7.37-7.35 (m, 5H), 5.21 (s, 2H), 4.55 (d, 2H), and 1.48 (s, 18H). Starting materials: C(C)C=1NCCN1 (2-ethyl-2-imidazoline), CC1=C(C(=CC=C1)C)NC(=O)CCl (2-chloro-2',6'-acetoxylidide). The solvent is [N+](=O)([O-])C (nitromethane). Product: C(C)C=1N(CCN1)CC(NC1=C(C=CC=C1C)C)=O (2-Ethyl-1-[(2,6-dimethylphenyl)carbamoylmethyl]-2-imidazoline). RXN SMILES: [CH2:1]([C:3]1[NH:4][CH2:5][CH2:6][N:7]=1)[CH3:2].[CH3:8][C:9]1[CH:14]=[CH:13][CH:12]=[C:11]([CH3:15])[C:10]=1[NH:16][C:17]([CH2:19]Cl)=[O:18]>[N+](C)([O-])=O>[CH2:1]([C:3]1[N:7]([CH2:19][C:17](=[O:18])[NH:16][C:10]2[C:9]([CH3:8])=[CH:14][CH:13]=[CH:12][C:11]=2[CH3:15])[CH2:6][CH2:5][N:4]=1)[CH3:2]. Procedure details: In a manner similar to Ex. IA react 47.7 gm. (0.486 M) of 2-ethyl-2-imidazoline and 19.21 gm. (0.097 M) of 2-chloro-2',6'-acetoxylidide in 200 ml. of nitromethane, to obtain the title compound.